Dataset: the Open Reaction Database (ORD), a public repository of structured organic reaction records. Task: describe an organic reaction: reactants, conditions, products, and yield Starting materials: O=C(O)c1cn(C(c2ccccc2)(c2ccccc2)c2ccccc2)cn1, CN(C)C=O, CCN(C(C)C)C(C)C, Cl, CCCCn1c(N)c(NC(=O)Cc2ccc(N)cc2)c(=O)n(Cc2ccccc2F)c1=O, O, On1nnc2ccccc21. Product: CCCCn1c(N)c(NC(=O)Cc2ccc(NC(=O)c3cn(C(c4ccccc4)(c4ccccc4)c4ccccc4)cn3)cc2)c(=O)n(Cc2ccccc2F)c1=O. As a reaction SMILES: [C:1]([c:2]1[cH:3][cH:4][cH:5][cH:6][cH:7]1)([c:8]1[cH:9][cH:10][cH:11][cH:12][cH:13]1)([c:14]1[cH:15][cH:16][cH:17][cH:18][cH:19]1)[n:20]1[cH:21][n:22][c:23]([C:25](=[O:26])[OH:27])[cH:24]1.[CH3:81][N:82]([CH3:83])[CH:84]=[O:85].[CH:72]([N:73]([CH2:74][CH3:75])[CH:76]([CH3:77])[CH3:78])([CH3:79])[CH3:80].[ClH:39].[NH2:40][c:41]1[c:42]([NH:61][C:62]([CH2:63][c:64]2[cH:65][cH:66][c:67]([NH2:70])[cH:68][cH:69]2)=[O:71])[c:43](=[O:60])[n:44]([CH2:52][c:53]2[c:54]([F:59])[cH:55][cH:56][cH:57][cH:58]2)[c:45](=[O:51])[n:46]1[CH2:47][CH2:48][CH2:49][CH3:50].[OH2:28].[OH:29][n:30]1[c:31]2[cH:32][cH:33][cH:34][cH:35][c:36]2[n:37][n:38]1>>[C:1]([c:2]1[cH:3][cH:4][cH:5][cH:6][cH:7]1)([c:8]1[cH:9][cH:10][cH:11][cH:12][cH:13]1)([c:14]1[cH:15][cH:16][cH:17][cH:18][cH:19]1)[n:20]1[cH:21][n:22][c:23]([C:25](=[O:26])[NH:70][c:67]2[cH:66][cH:65][c:64]([CH2:63][C:62]([NH:61][c:42]3[c:41]([NH2:40])[n:46]([CH2:47][CH2:48][CH2:49][CH3:50])[c:45](=[O:51])[n:44]([CH2:52][c:53]4[c:54]([F:59])[cH:55][cH:56][cH:57][cH:58]4)[c:43]3=[O:60])=[O:71])[cH:69][cH:68]2)[cH:24]1.